Dataset: the Open Reaction Database (ORD), a public repository of structured organic reaction records. Task: describe an organic reaction: reactants, conditions, products, and yield Starting materials: Nc1ccc(OCc2ccccc2)cc1, [Cl-], Cl, Cl, O=N[O-], [Na+], O. Yields the product NNc1ccc(OCc2ccccc2)cc1, Cl. Reaction SMILES: [CH2:2]([c:3]1[cH:4][cH:5][cH:6][cH:7][cH:8]1)[O:9][c:10]1[cH:11][cH:12][c:13]([NH2:14])[cH:15][cH:16]1.[Cl-:21].[ClH:1].[ClH:23].[N:17]([O-:18])=[O:19].[Na+:20].[OH2:22]>>[CH2:2]([c:3]1[cH:4][cH:5][cH:6][cH:7][cH:8]1)[O:9][c:10]1[cH:11][cH:12][c:13]([NH:14][NH2:17])[cH:15][cH:16]1.[ClH:1].